Task: describe an organic reaction: reactants, conditions, products, and yield. Dataset: the Open Reaction Database (ORD), a public repository of structured organic reaction records The reactants are [Li]CCCC, CC(C)NC(C)C, COc1cc(F)c(C=O)cc1OC1CCCC1, [Cl-], Cc1c(Cl)cncc1Cl, [NH4+], C1CCOC1. Product: COc1cc(F)c(C(O)Cc2c(Cl)cncc2Cl)cc1OC1CCCC1. RXN SMILES: [CH2:8]([Li:9])[CH2:10][CH2:11][CH3:12].[CH:1]([NH:2][CH:3]([CH3:4])[CH3:5])([CH3:6])[CH3:7].[CH:22]1([O:27][c:28]2[cH:29][c:30]([CH:31]=[O:32])[c:33]([F:38])[cH:34][c:35]2[O:36][CH3:37])[CH2:23][CH2:24][CH2:25][CH2:26]1.[Cl-:39].[Cl:13][c:14]1[cH:15][n:16][cH:17][c:18]([Cl:21])[c:19]1[CH3:20].[NH4+:40].[O:41]1[CH2:42][CH2:43][CH2:44][CH2:45]1>>[Cl:13][c:14]1[cH:15][n:16][cH:17][c:18]([Cl:21])[c:19]1[CH2:20][CH:31]([c:30]1[cH:29][c:28]([O:27][CH:22]2[CH2:23][CH2:24][CH2:25][CH2:26]2)[c:35]([O:36][CH3:37])[cH:34][c:33]1[F:38])[OH:32]. The product is C(C)C1=CC=CC=2C=COC21 (7-Ethyl-benzofuran). Reported procedure: h. 7-Ethyl-benzofuran is prepared by the method described in J. Chem. Soc. 1920, 1934, but using o-ethylphenol inate of o-cresol. The MS. of the product thus obtained shows the following ion peaks with the relative intensities given within brackets: 131 (100%), 146 (38%) and 77 (10%). Starting materials: C(C)C1=C(C=CC=C1)O (o-ethylphenol), 146, 77, C1(=CC=CC=C1O)C (o-cresol), 131. Reaction SMILES: [CH2:1]([C:3]1[CH:8]=[CH:7][CH:6]=[CH:5][C:4]=1[OH:9])[CH3:2].[C:10]1(C)C(O)=CC=C[CH:11]=1>>[CH2:10]([C:5]1[C:4]2[O:9][CH:2]=[CH:1][C:3]=2[CH:8]=[CH:7][CH:6]=1)[CH3:11]. Starting materials: C(C)(=O)NC1=CC=C(C=C1)SCCCCOC=1C=CC2=C(C(OC(N2)=O)(CC)CC)C1 (6-[4-(4-acetamidophenylmercapto)-butoxy]-4,4-diethyl-4H-3,1-benzoxazin-2-one), OO (hydrogen peroxide). Yields the product C(C)(=O)NC1=CC=C(C=C1)S(=O)CCCCOC=1C=CC2=C(C(OC(N2)=O)(CC)CC)C1 (6-[4-(4-Acetamido-phenylsulfinyl)-butoxy]-4,4-diethyl-4H-3,1-benzoxazin-2-one). As a reaction SMILES: [C:1]([NH:4][C:5]1[CH:10]=[CH:9][C:8]([S:11][CH2:12][CH2:13][CH2:14][CH2:15][O:16][C:17]2[CH:18]=[CH:19][C:20]3[NH:25][C:24](=[O:26])[O:23][C:22]([CH2:29][CH3:30])([CH2:27][CH3:28])[C:21]=3[CH:31]=2)=[CH:7][CH:6]=1)(=[O:3])[CH3:2].[OH:32]O>>[C:1]([NH:4][C:5]1[CH:6]=[CH:7][C:8]([S:11]([CH2:12][CH2:13][CH2:14][CH2:15][O:16][C:17]2[CH:18]=[CH:19][C:20]3[NH:25][C:24](=[O:26])[O:23][C:22]([CH2:27][CH3:28])([CH2:29][CH3:30])[C:21]=3[CH:31]=2)=[O:32])=[CH:9][CH:10]=1)(=[O:3])[CH3:2]. Procedure details: Prepared analogously to Example 2 from 6-[4-(4-acetamidophenylmercapto)-butoxy]-4,4-diethyl-4H-3,1-benzoxazin-2-one and hydrogen peroxide.